Dataset: the Open Reaction Database (ORD), a public repository of structured organic reaction records. Task: describe an organic reaction: reactants, conditions, products, and yield Reactants: N1CCNCC1 (piperazine), C(C)OC(=O)C1=CN(C2=CC(=C(C=C2C1=O)F)Cl)CC (1-ethyl-6-fluoro-7-chloro-4-oxo-1,4-dihydroquinoline-3-carboxylic acid ethyl ester), N1=CC=CC=C1 (pyridine). Solvent: C1(=CC=CC=C1)C (toluene). Reaction conditions: time 5 hour. Product: C(C)OC(=O)C1=CN(C2=CC(=C(C=C2C1=O)F)N1CCNCC1)CC (1-ethyl-6-fluoro-7-(1-piperazinyl)-4-oxo-1,4-dihydroquinoline-3-carboxylic acid ethyl ester). Isolated yield 81.0%. As a reaction SMILES: [NH:1]1[CH2:6][CH2:5][NH:4][CH2:3][CH2:2]1.[CH2:7]([O:9][C:10]([C:12]1[C:21](=[O:22])[C:20]2[C:15](=[CH:16][C:17](Cl)=[C:18]([F:23])[CH:19]=2)[N:14]([CH2:25][CH3:26])[CH:13]=1)=[O:11])[CH3:8].N1C=CC=CC=1>C1(C)C=CC=CC=1>[CH2:7]([O:9][C:10]([C:12]1[C:21](=[O:22])[C:20]2[C:15](=[CH:16][C:17]([N:1]3[CH2:6][CH2:5][NH:4][CH2:3][CH2:2]3)=[C:18]([F:23])[CH:19]=2)[N:14]([CH2:25][CH3:26])[CH:13]=1)=[O:11])[CH3:8]. Procedure: Anhydrous piperazine (10.3 g) and 1-ethyl-6-fluoro-7-chloro-4-oxo-1,4-dihydroquinoline-3-carboxylic acid ethyl ester were added to a mixture of pyridine (9 ml) and toluene (18 ml), and the mixture was refluxed with stirring for 5 hrs. The same procedure as described in Example 1 was followed to give 8.4 g (81% yield) of 1-ethyl-6-fluoro-7-(1-piperazinyl)-4-oxo-1,4-dihydroquinoline-3-carboxylic acid ethyl ester. mp: 178.5°-180° C. The reactants are BrB(Br)Br, ClCCl, COc1ccc(N2Cc3ccccc3NC2=O)cc1F. The product is O=C1Nc2ccccc2CN1c1ccc(O)c(F)c1. As a reaction SMILES: [B:21]([Br:22])([Br:23])[Br:24].[Cl:25][CH2:26][Cl:27].[F:1][c:2]1[cH:3][c:4]([N:10]2[C:11](=[O:20])[NH:12][c:13]3[cH:14][cH:15][cH:16][cH:17][c:18]3[CH2:19]2)[cH:5][cH:6][c:7]1[O:8][CH3:9]>>[F:1][c:2]1[cH:3][c:4]([N:10]2[C:11](=[O:20])[NH:12][c:13]3[cH:14][cH:15][cH:16][cH:17][c:18]3[CH2:19]2)[cH:5][cH:6][c:7]1[OH:8].